From a dataset of the Open Reaction Database (ORD), a public repository of structured organic reaction records. describe an organic reaction: reactants, conditions, products, and yield The reactants are C1(CCCCC1)CC(=O)NC(CC)C=1C(NC(=NN1)C1CCCC1)=O (2-cyclohexyl-N-[1-(3-cyclopentyl-5-oxo-4,5-dihydro-1,2,4-triazin-6-yl)propyl]acetamide), P(=O)(Cl)(Cl)Cl (phosphoric trichloride). The product is C1(CCCCC1)CC1=NC(=C2C(NC(=NN21)C2CCCC2)=O)CC (7-(Cyclohexylmethyl)-2-cyclopentyl-5-ethylimidazo[5,1-f][1,2,4]triazin-4(3H)-one). RXN SMILES: [CH:1]1([CH2:7][C:8]([NH:10][CH:11]([C:14]2[C:15](=[O:25])[NH:16][C:17]([CH:20]3[CH2:24][CH2:23][CH2:22][CH2:21]3)=[N:18][N:19]=2)[CH2:12][CH3:13])=O)[CH2:6][CH2:5][CH2:4][CH2:3][CH2:2]1.P(Cl)(Cl)(Cl)=O>>[CH:1]1([CH2:7][C:8]2[N:19]3[C:14]([C:15](=[O:25])[NH:16][C:17]([CH:20]4[CH2:24][CH2:23][CH2:22][CH2:21]4)=[N:18]3)=[C:11]([CH2:12][CH3:13])[N:10]=2)[CH2:6][CH2:5][CH2:4][CH2:3][CH2:2]1. Procedure: In analogy to the procedure for Example 1, 200 mg (0.52 mmol) crude 2-cyclohexyl-N-[1-(3-cyclopentyl-5-oxo-4,5-dihydro-1,2,4-triazin-6-yl)propyl]acetamide, 165 mg (1.1 mmol) phosphoric trichloride are stirred at reflux for 4 hours, proportionate amounts of the solvents are used. The product is purified by chromatography (preparative HPLC). Reactants: C(C)O (ethanol), C(CCCCC)C1(C2=CC=CC=C2C=2C=C3C(=CC12)C(C(C3)C)=O)CCCCCC (9,9-dihexyl-2-methyl-2,3-dihydrocyclopenta[b]fluoren-1(9H)-one), [BH4-].[Na+] (Sodium borohydride). Run in C1CCOC1 (THF). Reaction conditions: time 12 hour. Product: C(CCCCC)C1(C2=CC=CC=C2C=2C=C3C(=CC12)C(C(C3)C)O)CCCCCC (9,9-dihexyl-2-methyl-1,2,3,9-tetrahydrocyclopenta[b]fluoren-1-ol). Yield: 96.0%. Reaction SMILES: [CH2:1]([C:7]1([CH2:25][CH2:26][CH2:27][CH2:28][CH2:29][CH3:30])[C:19]2[CH:18]=[C:17]3[C:20](=[O:24])[CH:21]([CH3:23])[CH2:22][C:16]3=[CH:15][C:14]=2[C:13]2[C:8]1=[CH:9][CH:10]=[CH:11][CH:12]=2)[CH2:2][CH2:3][CH2:4][CH2:5][CH3:6].C(O)C.[BH4-].[Na+]>C1COCC1>[CH2:25]([C:7]1([CH2:1][CH2:2][CH2:3][CH2:4][CH2:5][CH3:6])[C:19]2[CH:18]=[C:17]3[CH:20]([OH:24])[CH:21]([CH3:23])[CH2:22][C:16]3=[CH:15][C:14]=2[C:13]2[C:8]1=[CH:9][CH:10]=[CH:11][CH:12]=2)[CH2:26][CH2:27][CH2:28][CH2:29][CH3:30] |f:2.3|. Reported procedure: In a 1000 mL round flask, 9,9-dihexyl-2-methyl-2,3-dihydrocyclopenta[b]fluoren-1(9H)-one (85 g, 211.1 mmol) was dissolved in 400 mL of THF and 400 mL of ethanol and then stirred. Sodium borohydride (NaBH4) (10 g, 265.0 mmol) was added to the reactant in five lots, and then stirred for 12 hours. After removal of the solvent, the resultant material was dissolved in ethylacetate, and then washed with water three times. The organic layer was dried over magnesium sulfate, followed by removal of volat... Reactants: [H-].[Al+3].[Li+].[H-].[H-].[H-] (Lithium aluminium hydride), COC(=O)C1=CC=2C3=C(NC2C=N1)N=CC(=C3)Br (3-bromo-9H-dipyrido[2,3-b;4′,3′-d]pyrrole-6-carboxylic acid methyl ester). The solvent is C1CCOC1 (THF). Product: BrC1=CC2=C(NC3=C2C=C(N=C3)CO)N=C1 (3-Bromo-9H-dipyrido[2,3-b;4′,3′-d]pyrrole-6-methanol). As a reaction SMILES: [H-].[Al+3].[Li+].[H-].[H-].[H-].C[O:8][C:9]([C:11]1[N:19]=[CH:18][C:17]2[NH:16][C:15]3[N:20]=[CH:21][C:22]([Br:24])=[CH:23][C:14]=3[C:13]=2[CH:12]=1)=O>C1COCC1>[Br:24][C:22]1[CH:21]=[N:20][C:15]2[NH:16][C:17]3[CH:18]=[N:19][C:11]([CH2:9][OH:8])=[CH:12][C:13]=3[C:14]=2[CH:23]=1 |f:0.1.2.3.4.5|. Reported procedure: Lithium aluminium hydride (1M solution in THF, 16.3 mL, 16.3 mmol) was added dropwise to a suspension of 3-bromo-9H-dipyrido[2,3-b;4′,3′-d]pyrrole-6-carboxylic acid methyl ester (500 mg, 1.63 mmol) in THF (10 mL). After 10 minutes the reaction mixture was quenched with a solution of saturated ammonium chloride, diluted with DCM and water and the solid removed by filtration. The layers of the resultant filtrate were separated and the aqueous phase was further extracted with DCM. The combined orga...